From a dataset of the Open Reaction Database (ORD), a public repository of structured organic reaction records. describe an organic reaction: reactants, conditions, products, and yield Reported procedure: (4-Amino-imidazol-1-yl)-acetic acid methyl ester was coupled with 2-[2-(3,5-Difluoro-phenyl)-acetylamino]-pentanoic acid to afford the title compound: C13 NMR (100 MHz, CDCl3) 13.5, 19.1, 33.8, 42.3, 50.3, 53.6, 54.5, 102.2, 102.5, 102.7, 109.9, 112.4, 112.6, 130.0, 131.4, 139.0, 161.9, 164.2, 166.5, 171.4; MS m/z 409.1 (M+1). Reactants: COC(CN1C=NC(=C1)N)=O ((4-Amino-imidazol-1-yl)-acetic acid methyl ester), FC=1C=C(C=C(C1)F)CC(=O)NC(C(=O)O)CCC (2-[2-(3,5-Difluoro-phenyl)-acetylamino]-pentanoic acid). Reaction SMILES: [CH3:1][O:2][C:3](=[O:11])[CH2:4][N:5]1[CH:9]=[C:8]([NH2:10])[N:7]=[CH:6]1.[F:12][C:13]1[CH:14]=[C:15]([CH2:20][C:21]([NH:23][CH:24]([CH2:28][CH2:29][CH3:30])[C:25](O)=[O:26])=[O:22])[CH:16]=[C:17]([F:19])[CH:18]=1>>[CH3:1][O:2][C:3](=[O:11])[CH2:4][N:5]1[CH:9]=[C:8]([NH:10][C:25](=[O:26])[CH:24]([NH:23][C:21](=[O:22])[CH2:20][C:15]2[CH:16]=[C:17]([F:19])[CH:18]=[C:13]([F:12])[CH:14]=2)[CH2:28][CH2:29][CH3:30])[N:7]=[CH:6]1. The product is COC(CN1C=NC(=C1)NC(C(CCC)NC(CC1=CC(=CC(=C1)F)F)=O)=O)=O ((4-{2-[2-(3,5-Difluoro-phenyl)-acetylamino]-pentanoylamino}-imidazol-1-yl)-acetic acid methyl ester).